This data is from the Open Reaction Database (ORD), a public repository of structured organic reaction records. The task is: describe an organic reaction: reactants, conditions, products, and yield Starting materials: CS(C)=O, ClC(Cl)Cl, N#Cc1ncccc1F, N. Yields the product N#Cc1ncccc1N. RXN SMILES: [CH3:11][S:12]([CH3:13])=[O:14].[Cl:15][CH:16]([Cl:17])[Cl:18].[F:1][c:2]1[c:3]([C:8]#[N:9])[n:4][cH:5][cH:6][cH:7]1.[NH3:10]>>[c:2]1([NH2:10])[c:3]([C:8]#[N:9])[n:4][cH:5][cH:6][cH:7]1. Starting materials: CC(O)C=1C(=NC2=CC(=CN=C2C1)F)C1=C(C=CC=C1)S(=O)(=O)C (methyl (7-fluoro-2-(2-(methylsulfonyl)phenyl)-1,5-naphthyridin-3-yl)methanol), [Cr](=O)(=O)([O-])O[Cr](=O)(=O)[O-].[NH+]1=CC=CC=C1.[NH+]1=CC=CC=C1 (pyridinium dichromate). Solvent: C(Cl)Cl (DCM). Run at time 8 hour. Yields the product FC1=CN=C2C=C(C(=NC2=C1)C1=C(C=CC=C1)S(=O)(=O)C)C=O (7-fluoro-2-(2-(methylsulfonyl)phenyl)-1,5-naphthyridine-3-carbaldehyde). RXN SMILES: C[CH:2]([C:4]1[C:5]([C:15]2[CH:20]=[CH:19][CH:18]=[CH:17][C:16]=2[S:21]([CH3:24])(=[O:23])=[O:22])=[N:6][C:7]2[C:12]([CH:13]=1)=[N:11][CH:10]=[C:9]([F:14])[CH:8]=2)[OH:3].[Cr](O[Cr]([O-])(=O)=O)([O-])(=O)=O.[NH+]1C=CC=CC=1.[NH+]1C=CC=CC=1>C(Cl)Cl>[F:14][C:9]1[CH:8]=[C:7]2[C:12]([CH:13]=[C:4]([CH:2]=[O:3])[C:5]([C:15]3[CH:20]=[CH:19][CH:18]=[CH:17][C:16]=3[S:21]([CH3:24])(=[O:23])=[O:22])=[N:6]2)=[N:11][CH:10]=1 |f:1.2.3|. Reported procedure: To a solution of methyl (7-fluoro-2-(2-(methylsulfonyl)phenyl)-1,5-naphthyridin-3-yl)methanol (50 mg, 0.15 mmol) in DCM (0.5 mL) was added pyridinium dichromate (113 mg, 0.3 mmol) at 25° C. The reaction mixture was stirred for overnight at same temperature. The reaction mixture was filtered through Celite™. The filtrate was concentrated in vacuo to give 7-fluoro-2-(2-(methylsulfonyl)phenyl)-1,5-naphthyridine-3-carbaldehyde: LC-MS (ESI) m/z 331.1 [M+H]+. It was carried on crude for next step. The reactants are C(C)(C)N(CCOC=1C=C2C=CC(=CC2=CC1)C(=O)OC)C(C)C (methyl 6-(2-diisopropylaminoethoxy)-2-naphthoate), [OH-].[K+] (KOH). Solvent: CO (methanol). The product is C(C)(C)N(CCOC=1C=C2C=CC(=CC2=CC1)C(=O)O)C(C)C (6-(2-diisopropylaminoethoxy)-2-naphthoic acid). Isolated yield 95.7%. Reaction SMILES: [CH:1]([N:4]([CH:22]([CH3:24])[CH3:23])[CH2:5][CH2:6][O:7][C:8]1[CH:9]=[C:10]2[C:15](=[CH:16][CH:17]=1)[CH:14]=[C:13]([C:18]([O:20]C)=[O:19])[CH:12]=[CH:11]2)([CH3:3])[CH3:2].[OH-].[K+]>CO>[CH:22]([N:4]([CH:1]([CH3:3])[CH3:2])[CH2:5][CH2:6][O:7][C:8]1[CH:9]=[C:10]2[C:15](=[CH:16][CH:17]=1)[CH:14]=[C:13]([C:18]([OH:20])=[O:19])[CH:12]=[CH:11]2)([CH3:23])[CH3:24] |f:1.2|. Procedure details: 3.6 g of methyl 6-(2-diisopropylaminoethoxy)-2-naphthoate and 1.8 g of KOH are heated under reflux for 5 h in methanol. After concentrating and taking up the residue in water, the mixture is adjusted to pH 6 using hydrochloric acid, whereupon the product precipitates. 3.3 g of 6-(2-diisopropylaminoethoxy)-2-naphthoic acid are obtained; Reactants: CO[C@@H]1[C@H]([C@@H](OC[C@@H]1C)\C=C\CCCCCCC)O ((2S,3R,4S,5S)-4-methoxy-5-methyl-2-[(E)-1-nonenyl]tetrahydro-2H-pyran-3-ol), C(=O)(OCC1=CC=CC=C1)NCP(O)(O)=O ((N-carbobenzoxy-amino)methylphosphonic acid), C(CC)C1=C(C=CC=C1)S(=O)(=O)Cl (propyl benzenesulfonyl chloride). The reagents and catalysts are [Pd] (Pd), CN(C)C1=NC=CC=C1 (dimethylamino-pyridine). Run in CO (methanol), N1=CC=CC=C1 (pyridine). Reaction conditions: time 12 hour. Yields the product NCP(OC1COCCC1)(OC)=O (tetrahydro-2H-pyran-3-yl methyl (aminomethyl)phosphonate). The yield is 138.1%. Reaction SMILES: CO[C@H:3]1[C@@H:8](C)[CH2:7][O:6][C@@H:5](/C=C/CCCCCCC)[C@@H:4]1[OH:19].C([NH:30][CH2:31][P:32](=[O:35])([OH:34])O)(OCC1C=CC=CC=1)=O.[CH2:36](C1C=CC=CC=1S(Cl)(=O)=O)CC>N1C=CC=CC=1.CO.[Pd].CN(C1C=CC=CN=1)C>[NH2:30][CH2:31][P:32](=[O:35])([O:34][CH3:36])[O:19][CH:4]1[CH2:3][CH2:8][CH2:7][O:6][CH2:5]1. Reported procedure: To a solution of (2S,3R,4S,5S)-4-methoxy-5-methyl-2-[(E)-1-nonenyl]tetrahydro-2H-pyran-3-ol (0.5 g), dimethylamino-pyridine (0.03 g) and (N-carbobenzoxy-amino)methylphosphonic acid (0.7 g) in dry pyridine (30 ml) there was added 2,4,6-triiso=propyl benzenesulfonyl chloride (0.74 g). The reaction mixture was stirred for 12 hr at room temperature and evaporated to dryness under reduced pressure. The residue was partitioned between ether (50 ml) and 0.1N-HCl (50 ml). The ether layer was dried over ...